Dataset: the Open Reaction Database (ORD), a public repository of structured organic reaction records. Task: describe an organic reaction: reactants, conditions, products, and yield The reactants are NC=1N(C=2N=C(NC(C2N1)=O)N)CC1SCCCC1 (8-amino-9-[(2-thianyl)methyl]guanine), CN(C)C=O (DMF), N1=CC=CC=C1 (pyridine), C(C)(=O)OC(C)=O (acetic anhydride). The solvent is CCOCC (ether). Reaction conditions: time 36 hour. Yields the product O=C1C=2N=C(N(C2N=C(N1)NC(C)=O)CC=1SC=CC1)NC(C)=O (N,N'-[6,9-dihydro-6-oxo-9-(2-thienylmethyl)-1H-purin-2,8-di-yl]bis acetamide). Reaction SMILES: [NH2:1][C:2]1[N:3]([CH2:13][CH:14]2[CH2:19][CH2:18][CH2:17]C[S:15]2)[C:4]2[N:5]=[C:6]([NH2:12])[NH:7][C:8](=[O:11])[C:9]=2[N:10]=1.CN([CH:23]=[O:24])C.N1C=CC=C[CH:26]=1.[C:31](OC(=O)C)(=[O:33])[CH3:32]>CCOCC>[O:11]=[C:8]1[NH:7][C:6]([NH:12][C:31](=[O:33])[CH3:32])=[N:5][C:4]2[N:3]([CH2:13][C:14]3[S:15][CH:17]=[CH:18][CH:19]=3)[C:2]([NH:1][C:23](=[O:24])[CH3:26])=[N:10][C:9]1=2. Procedure: A mixture of 8-amino-9-[(2-thianyl)methyl]guanine (0.5 g; 1.88 mmol), DMF (10 ml), pyridine (5 ml), and acetic anhydride (5 ml) was stirred at room temperature for 36 hours. The mixture was diluted with ether (50 ml) and filtered to give analytically pure product, mp 243°-4° C. Reactants: BrC1=CC=C(C=C1)C1=CC=C(C=C1)O (4-Bromo-4′-hydroxybiphenyl), [OH-].[Na+] (NaOH), ICCCCC (1-iodopentane). The reagents and catalysts are [Br-].C(CCC)[N+](CCCC)(CCCC)CCCC (tetrabutylammonium bromide). Solvent: O (H2O). Run at temperature 90 celsius, time 3.75 hour. Yields the product BrC1(CC=C(C=C1)C1=CC=CC=C1)OCCCCC (4-Bromo-4-pentyloxybiphenyl). As a reaction SMILES: [Br:1][C:2]1[CH:7]=[CH:6][C:5]([C:8]2[CH:13]=[CH:12][C:11](O)=[CH:10][CH:9]=2)=[CH:4][CH:3]=1.[OH-:15].[Na+].I[CH2:18][CH2:19][CH2:20][CH2:21][CH3:22]>O.[Br-].C([N+](CCCC)(CCCC)CCCC)CCC>[Br:1][C:2]1([O:15][CH2:18][CH2:19][CH2:20][CH2:21][CH3:22])[CH:7]=[CH:6][C:5]([C:8]2[CH:13]=[CH:12][CH:11]=[CH:10][CH:9]=2)=[CH:4][CH2:3]1 |f:1.2,5.6|. Procedure: 4-Bromo-4′-hydroxybiphenyl (12.5 g 50.2 mmol) was added to a solution of NaOH (2.28 g, 97% pure, 55.2 mmol) in deionized H2O (150 ml). followed by the addition of 1-iodopentane (11.9 g, 60.2 mmol) and tetrabutylammonium bromide (0.82 g. 2.51 mmol). The mixture was stirred at 90° C. for 3.75 h until the solids went into solution. Then, as the reaction proceeded, the desired product began to precipitate. The mixture was slowly cooled and then filtered to provide a solid which was washed with deion... Starting materials: hydrate, FC(C=1C=C(C=CC1)CN1CCC(CC1)N)(F)F (1-[[3-(trifluoromethyl)phenyl]methyl]-4-piperidinamine), FC(C=1C=C(CCl)C=CC1)(F)F (3-(triflouromethyl)benzyl chloride), O1CCOC12CCNCC2 (1,4-dioxa-8-azaspiro[4.5]-decane), O (H2O), COC=1C=CC=C2C(=C(C=NC12)C(=O)O)NC1=CC=C(C=C1)C(=O)NC1CCN(CC1)CC1=CC=CC=C1 (8-methoxy-4-[[4-[[[1-(phenylmethyl)-4-piperidinyl]amino]carbonyl]phenyl]amino]-3-quinolinecarboxylic acid), FC(C=1C=C(C=CC1)CN1CCC(CC1)N)(F)F (1-[[3-(trifluoromethyl)phenyl]methyl]-4-piperidinamine). Yields the product N1=CC(=CC2=CC=CC=C12)C(=O)N (3-quinolinecarboxamide). RXN SMILES: CO[C:3]1[CH:4]=[CH:5][CH:6]=[C:7]2[C:12]=1[N:11]=[CH:10][C:9]([C:13]([OH:15])=O)=[C:8]2NC1C=CC(C(NC2CCN(CC3C=CC=CC=3)CC2)=O)=CC=1.FC(F)(F)C1C=C(C[N:48]2CCC(N)CC2)C=CC=1.FC(F)(F)C1C=C(C=CC=1)CCl.O1C2(CCNCC2)OCC1.O>>[N:11]1[C:12]2[C:7](=[CH:6][CH:5]=[CH:4][CH:3]=2)[CH:8]=[C:9]([C:13]([NH2:48])=[O:15])[CH:10]=1. Procedure details: 8-Methoxy-4-[[4-[[[1-(phenylmethyl)-4-piperidinyl]amino]carbonyl]phenyl]amino]-1-[[3-(trifluoromethyl)phenyl]methyl]-4-piperidinyl]-3-quinolinecarboxamide was prepared as a hygroscopic solid (0.46 hydrate) by coupling 8-methoxy-4-[[4-[[[1-(phenylmethyl)-4-piperidinyl]amino]carbonyl]phenyl]amino]-3-quinolinecarboxylic acid and 1-[[3-(trifluoromethyl)phenyl]methyl]-4-piperidinamine as described for Example 17, Step 5. 1-[[3-(trifluoromethyl)phenyl]methyl]-4-piperidinamine can be prepared from 3-(t... The reactants are NC=1C=C(C=NC1)C(=O)C1=CN(C=2N=CN=CC21)COCC[Si](C)(C)C ((5-aminopyridin-3-yl)(7-{[2-(trimethylsilyl)ethoxy]methyl}-7H-pyrrolo[2,3-d]pyrimidin-5-yl)methanone), ClC1=CC=C(C=C1)CC(=O)O (4-chlorophenylacetic acid). The product is ClC1=CC=C(C=C1)CC(=O)NC=1C=NC=C(C1)C(=O)C1=CN(C=2N=CN=CC21)COCC[Si](C)(C)C (2-(4-chlorophenyl)-N-(5-(7-((2-(trimethylsilyl)ethoxy)methyl)-7H-pyrrolo[2,3-d]pyrimidine-5-carbonyl)pyridin-3-yl)acetamide). As a reaction SMILES: [NH2:1][C:2]1[CH:3]=[C:4]([C:8]([C:10]2[C:18]3[CH:17]=[N:16][CH:15]=[N:14][C:13]=3[N:12]([CH2:19][O:20][CH2:21][CH2:22][Si:23]([CH3:26])([CH3:25])[CH3:24])[CH:11]=2)=[O:9])[CH:5]=[N:6][CH:7]=1.[Cl:27][C:28]1[CH:33]=[CH:32][C:31]([CH2:34][C:35](O)=[O:36])=[CH:30][CH:29]=1>>[Cl:27][C:28]1[CH:33]=[CH:32][C:31]([CH2:34][C:35]([NH:1][C:2]2[CH:7]=[N:6][CH:5]=[C:4]([C:8]([C:10]3[C:18]4[CH:17]=[N:16][CH:15]=[N:14][C:13]=4[N:12]([CH2:19][O:20][CH2:21][CH2:22][Si:23]([CH3:26])([CH3:25])[CH3:24])[CH:11]=3)=[O:9])[CH:3]=2)=[O:36])=[CH:30][CH:29]=1. Procedure: The title compound was prepared according to the method described for Examples 73-87 using (5-aminopyridin-3-yl)(7-{[2-(trimethylsilyl)ethoxy]methyl}-7H-pyrrolo[2,3-d]pyrimidin-5-yl)methanone (Preparation 103) and 4-chlorophenylacetic acid to afford the title compound as a white solid in 66% yield, 223 mg. Starting materials: COc1cccc(C(=O)Cl)c1, ClCCl, C[Si](C)(C)C#N, Cl[Sn](Cl)(Cl)Cl. Product: COc1cccc(C(=O)C#N)c1. RXN SMILES: [C:1]([c:2]1[cH:3][c:4]([O:8][CH3:9])[cH:5][cH:6][cH:7]1)(=[O:10])[Cl:11].[CH2:23]([Cl:24])[Cl:25].[CH3:12][Si:13]([CH3:14])([CH3:15])[C:16]#[N:17].[Sn:18]([Cl:19])([Cl:20])([Cl:21])[Cl:22]>>[C:1]([c:2]1[cH:3][c:4]([O:8][CH3:9])[cH:5][cH:6][cH:7]1)(=[O:10])[C:16]#[N:17].